This data is from the Open Reaction Database (ORD), a public repository of structured organic reaction records. The task is: describe an organic reaction: reactants, conditions, products, and yield The reactants are P(Br)(Br)Br (phosphorus tribromide), COC=1C=C(C=C2C1OCO2)CCO (2-(3-methoxy-4,5-methylenedioxyphenyl)ethyl alcohol), O (water), C(O)([O-])=O.[Na+] (sodium hydrogencarbonate). Solvent: C(C)OCC (ethyl ether), C(C)OCC (ethyl ether). The product is COC=1C=C(C=C2C1OCO2)CCBr (2-(3-methoxy-4,5-methylenedioxyphenyl)ethyl bromide). Isolated yield 122.1%. Reaction SMILES: [CH3:1][O:2][C:3]1[CH:4]=[C:5]([CH2:12][CH2:13]O)[CH:6]=[C:7]2[O:11][CH2:10][O:9][C:8]=12.P(Br)(Br)[Br:16].O.C(=O)([O-])O.[Na+]>C(OCC)C>[CH3:1][O:2][C:3]1[CH:4]=[C:5]([CH2:12][CH2:13][Br:16])[CH:6]=[C:7]2[O:11][CH2:10][O:9][C:8]=12 |f:3.4|. Reported procedure: 2.74 g (14 mmol) of 2-(3-methoxy-4,5-methylenedioxyphenyl)ethyl alcohol (3) was dissolved in 10 ml of ethyl ether, to which was added portionwise 1.64 g (6.1 mmol) of phosphorus tribromide in 2 ml of ethyl ether under ice-cooling. The mixture was refluxed under heating for one hour, then cooled and further stirred while adding 10 ml of water and 15 ml of a saturated sodium hydrogencarbonate aqueous solution. The reaction mixture was separated and the ether layer was washed with 10 ml of a satura... Starting materials: C(C)(C)(C)OC(=O)N1C(OC[C@@H]1C[C@H](C)O)(C)C ((S)-4-((S)-2-hydroxy-propyl)-2,2-dimethyl-oxazolidine-3-carboxylic acid t-butyl ester), [H-].[Na+] (sodium hydride), O.C1(=CC=C(C=C1)S(=O)(=O)O)C (p-toluene sulfonic acid monohydrate), C(C)I (ethyl iodide). The solvent is O1CCCC1 (tetrahydrofuran), O1CCCC1 (tetrahydrofuran), CO (methanol). Run at time 20 hour. Yields the product C(C)(C)(C)OC(=O)N[C@H](C(=O)O)C[C@H](C)OCC ((2S,4S)-2-t-butoxycarbonylamino-4-ethoxy-pentanoic acid). RXN SMILES: [C:1]([O:5][C:6]([N:8]1[C@@H:12]([CH2:13][C@@H:14]([OH:16])[CH3:15])[CH2:11][O:10]C1(C)C)=[O:7])([CH3:4])([CH3:3])[CH3:2].[H-].[Na+].[CH2:21](I)[CH3:22].O.C1(C)C=CC(S(O)(=O)=[O:32])=CC=1>O1CCCC1.CO>[C:1]([O:5][C:6]([NH:8][C@@H:12]([CH2:13][C@@H:14]([O:16][CH2:21][CH3:22])[CH3:15])[C:11]([OH:10])=[O:32])=[O:7])([CH3:2])([CH3:3])[CH3:4] |f:1.2,4.5|. Procedure details: To a cooled solution of (S)-4-((S)-2-hydroxy-propyl)-2,2-dimethyl-oxazolidine-3-carboxylic acid t-butyl ester (prepared as in Example 94, 860 mg, 3.32 mmol) in dry tetrahydrofuran (15 mL) was added sodium hydride at 0° C. (60% in mineral oil, 292 mg). The suspension was warmed to room temperature and ethyl iodide (1.2 mL) was added. The mixture was stirred at room temperature for 20 h and extracted with diethyl ether and saturated sodium chloride solution. The organic layer was washed with satur... Reactants: NC1=C2C(=CC(=NC2=C(C2=C1C(C=C(O2)C(=O)O)=O)CCC)C(=O)O)Cl (5-amino-6-chloro-4-oxo-10-propyl-4H-pyrano[3,2-g]quinoline-2,8-dicarboxylic acid), oxides of nitrogen, [PH2](=O)O (hypophosphorous acid), N(=O)[O-].[Na+] (sodium nitrite). The solvent is C(C)(=O)O (acetic acid), S(O)(O)(=O)=O (sulphuric acid), O (water). Conditions: temperature 5 celsius. The product is ClC1=CC(=NC2=C(C3=C(C=C12)C(C=C(O3)C(=O)O)=O)CCC)C(=O)O (6-Chloro-4-oxo-10-propyl-4H-pyrano[3,2-g]quinoline-2,8-dicarboxylic acid). Yield: 59.5%. Reaction SMILES: [PH2](O)=O.N([O-])=O.[Na+].N[C:9]1[C:18]2[C:19](=[O:26])[CH:20]=[C:21]([C:23]([OH:25])=[O:24])[O:22][C:17]=2[C:16]([CH2:27][CH2:28][CH3:29])=[C:15]2[C:10]=1[C:11]([Cl:33])=[CH:12][C:13]([C:30]([OH:32])=[O:31])=[N:14]2>S(=O)(=O)(O)O.O.C(O)(=O)C>[Cl:33][C:11]1[C:10]2[C:15](=[C:16]([CH2:27][CH2:28][CH3:29])[C:17]3[O:22][C:21]([C:23]([OH:25])=[O:24])=[CH:20][C:19](=[O:26])[C:18]=3[CH:9]=2)[N:14]=[C:13]([C:30]([OH:32])=[O:31])[CH:12]=1 |f:1.2|. Procedure: Cold hypophosphorous acid (50%, 20 ml) was added slowly to a solution of sodium nitrite (3.7 g) in sulphuric acid (100 ml) diluted with water (50 ml), maintaining the temperature from -5° to -10°. The reaction mixture was cooled to -15°, and a cooled solution containing 5-amino-6-chloro-4-oxo-10-propyl-4H-pyrano[3,2-g]quinoline-2,8-dicarboxylic acid (0.753 g) in acetic acid (200 ml), added over two hours maintaining the temperature between -10° and -15°. When the addition was complete, the slurr... Starting materials: CC1CCNCC1, O=c1oc2ccccc2n1CCCCCl. The product is CC1CCN(CCCCn2c(=O)oc3ccccc32)CC1. As a reaction SMILES: [CH3:16][CH:17]1[CH2:18][CH2:19][NH:20][CH2:21][CH2:22]1.[Cl:1][CH2:2][CH2:3][CH2:4][CH2:5][n:6]1[c:7](=[O:15])[o:8][c:9]2[c:10]1[cH:11][cH:12][cH:13][cH:14]2>>[CH2:2]([CH2:3][CH2:4][CH2:5][n:6]1[c:7](=[O:15])[o:8][c:9]2[c:10]1[cH:11][cH:12][cH:13][cH:14]2)[N:20]1[CH2:19][CH2:18][CH:17]([CH3:16])[CH2:22][CH2:21]1. Reactants: BrCC1=CC=C(C=C1)C#N (α-bromo-p-tolunitrile), S(=O)([O-])[O-].[Na+].[Na+] (sodium sulfite), [Na+].[Cl-] (NaCl). The solvent is O (water). Yields the product C(#N)C1=CC=C(C=C1)CS(=O)(=O)[O-].[Na+] (sodium p-cyanophenylmethylsulfonate). Reaction SMILES: Br[CH2:2][C:3]1[CH:8]=[CH:7][C:6]([C:9]#[N:10])=[CH:5][CH:4]=1.[S:11]([O-:14])([O-:13])=[O:12].[Na+:15].[Na+].[Na+].[Cl-]>O>[C:9]([C:6]1[CH:7]=[CH:8][C:3]([CH2:2][S:11]([O-:14])(=[O:13])=[O:12])=[CH:4][CH:5]=1)#[N:10].[Na+:15] |f:1.2.3,4.5,7.8|. Reported procedure: A mixture of α-bromo-p-tolunitrile (24.5 g; 125 mmol) and sodium sulfite (17.0 g; 135 mmol) in 50 ml of water was heated to reflux and refluxed for 18 hours. The mixture was poured, while still hot, into 100 ml of saturated aqueous NaCl. The resulting heavy white precipitate was thoroughly chilled, collected by suction filtration, and washed with two portions of saturated aqueous NaCl and three portions of Et2O. After drying in vacuo over CaSO4, the sodium p-cyanophenylmethylsulfonate was obtain... Reported procedure: An aqueous 4N sodium hydroxide solution (10 mL) was added to a solution of benzyl 4-[3-(tert-butoxycarbonylmethyl)-2-oxotetrahydropyrimidin-1(2H)-yl]piperidin-1-carboxylate (1.7 g) obtained in Example 35a) in ethanol (20 mL), and the mixture was stirred at room temperature overnight. Ethanol was distilled off under reduced pressure, and 1N hydrochloric acid was added to the residue to adjust pH to 3, followed by extraction with chloroform. The extract was dried over anhydrous magnesium sulfate, ... Product: C(C1=CC=CC=C1)(=O)OC(=O)N1CCC(CC1)N1C(N(CCC1)CC(=O)O)=O ([3-{1-[(Benzoyloxy)carbonyl]piperidin-4-yl}-2-oxotetrahydropyrimidin-1(2H) -yl]acetic acid). RXN SMILES: [OH-:1].[Na+].C([O:7][C:8]([CH2:10][N:11]1[CH2:16][CH2:15][CH2:14][N:13]([CH:17]2[CH2:22][CH2:21][N:20]([C:23]([O:25][CH2:26][C:27]3[CH:32]=[CH:31][CH:30]=[CH:29][CH:28]=3)=[O:24])[CH2:19][CH2:18]2)[C:12]1=[O:33])=[O:9])(C)(C)C>C(O)C>[C:26]([O:25][C:23]([N:20]1[CH2:21][CH2:22][CH:17]([N:13]2[CH2:14][CH2:15][CH2:16][N:11]([CH2:10][C:8]([OH:7])=[O:9])[C:12]2=[O:33])[CH2:18][CH2:19]1)=[O:24])(=[O:1])[C:27]1[CH:32]=[CH:31][CH:30]=[CH:29][CH:28]=1 |f:0.1|. Reactants: [OH-].[Na+] (sodium hydroxide), C(C)(C)(C)OC(=O)CN1C(N(CCC1)C1CCN(CC1)C(=O)OCC1=CC=CC=C1)=O (benzyl 4-[3-(tert-butoxycarbonylmethyl)-2-oxotetrahydropyrimidin-1(2H)-yl]piperidin-1-carboxylate). Solvent: C(C)O (ethanol). Conditions: time 8 hour. Starting materials: C(C)(C)(C)C1=CC=C(C=C1)C(C(=O)OC)(C)C (methyl 4-tert-butylphenylisobutyrate), CCO.O (EtOH H2O), [OH-].[K+] (KOH). Yields the product CCC(C(=O)O)(C)C1=CC=C(C=C1)C(C)(C)C (Methyl 4-tert-butylphenylisobutyric acid). Yield: 73.2%. RXN SMILES: [C:1]([C:5]1[CH:10]=[CH:9][C:8]([C:11]([CH3:17])([CH3:16])[C:12]([O:14]C)=[O:13])=[CH:7][CH:6]=1)([CH3:4])([CH3:3])[CH3:2].[OH-].[K+].[CH3:20]CO.O>>[CH3:20][CH2:16][C:11]([C:8]1[CH:9]=[CH:10][C:5]([C:1]([CH3:4])([CH3:3])[CH3:2])=[CH:6][CH:7]=1)([CH3:17])[C:12]([OH:14])=[O:13] |f:1.2,3.4|. Reported procedure: A solution of methyl 4-tert-butylphenylacetate (30.00 g, 0.145 mol) and iodomethane (45.41 g, 0.320 mol) in 125 mL of dry THF was added to a slurry of NaH (8.72 g, 0.363 mol) in 200 mL of THF dropwise over 30 minutes. After completion of the addition, the reaction mixture was heated at reflux for 1.5 hr. The reaction was allowed to cool to room temperature, filtered through Celite and concentrated. The residue was diluted in ether, washed with H2O, and dried over MgSO4. Evaporation of the solven...